Dataset: the Open Reaction Database (ORD), a public repository of structured organic reaction records. Task: describe an organic reaction: reactants, conditions, products, and yield Starting materials: Cl.Cl.ClC1=C(CNC2CN(CC2)C2=NC=C(C=C2)I)C=CC(=C1)Cl ((2,4-dichlorobenzyl)-[1-(5-iodopyridin-2-yl)-pyrrolidin-3-yl]-amine dihydrochloride), C(C)B(CC)CC (triethylborane), C([O-])([O-])=O.[K+].[K+] (potassium carbonate), CN(C=O)C (N,N-dimethylformamide). The reagents and catalysts are C=1C=CC(=CC1)[P](C=2C=CC=CC2)(C=3C=CC=CC3)[Pd]([P](C=4C=CC=CC4)(C=5C=CC=CC5)C=6C=CC=CC6)([P](C=7C=CC=CC7)(C=8C=CC=CC8)C=9C=CC=CC9)[P](C=1C=CC=CC1)(C=1C=CC=CC1)C=1C=CC=CC1 (tetrakis(triphenylphosphine)palladium(0)). Solvent: hexanes, C(C)(=O)OCC (ethyl acetate), O (water). Run at temperature 65 celsius. Product: ClC1=C(CN[C@@H]2CN(CC2)C2=NC=C(C=C2)CC)C=CC(=C1)Cl ((3S)-(2,4-Dichlorobenzyl)-[1-(5-ethylpyridin-2-yl)-pyrrolidin-3-yl]-amine). As a reaction SMILES: Cl.Cl.[Cl:3][C:4]1[CH:23]=[C:22]([Cl:24])[CH:21]=[CH:20][C:5]=1[CH2:6][NH:7][CH:8]1[CH2:12][CH2:11][N:10]([C:13]2[CH:18]=[CH:17][C:16](I)=[CH:15][N:14]=2)[CH2:9]1.[CH2:25](B(CC)CC)[CH3:26].C(=O)([O-])[O-].[K+].[K+].CN(C)C=O>O.C1C=CC([P]([Pd]([P](C2C=CC=CC=2)(C2C=CC=CC=2)C2C=CC=CC=2)([P](C2C=CC=CC=2)(C2C=CC=CC=2)C2C=CC=CC=2)[P](C2C=CC=CC=2)(C2C=CC=CC=2)C2C=CC=CC=2)(C2C=CC=CC=2)C2C=CC=CC=2)=CC=1.C(OCC)(=O)C>[Cl:3][C:4]1[CH:23]=[C:22]([Cl:24])[CH:21]=[CH:20][C:5]=1[CH2:6][NH:7][C@H:8]1[CH2:12][CH2:11][N:10]([C:13]2[CH:18]=[CH:17][C:16]([CH2:25][CH3:26])=[CH:15][N:14]=2)[CH2:9]1 |f:0.1.2,4.5.6,^1:47,49,68,87|. Procedure: Add (2,4-dichlorobenzyl)-[1-(5-iodopyridin-2-yl)-pyrrolidin-3-yl]-amine dihydrochloride (272 mg, 0.61 mmol), triethylborane (1 mL, 1 mmol, 1.0 M in hexanes), tetrakis(triphenylphosphine)palladium(0) (25 mg, 0.031 mmol), and potassium carbonate (253 mg, 1.83 mmol) to anhydrous N,N-dimethylformamide (10 mL). Heat at 65° C. overnight. Dilute with water and extract twice with ethyl acetate. Wash the organic layer with saturated aqueous sodium chloride, dry (magnesium sulfate), filter, concentrate to... Starting materials: [N+](=O)(O)[O-] (nitric acid), ClC1=C(C=C(C=C1C)O)C (4-Chloro-3,5-dimethyl-phenol), ice water. Run in acid. Reaction conditions: temperature 5 celsius, time 1 hour. Yields the product ClC1=C(C(=C(C=C1C)O)[N+](=O)[O-])C (4-Chloro-3,5-dimethyl-2-nitrophenol). Reaction SMILES: [Cl:1][C:2]1[C:7]([CH3:8])=[CH:6][C:5]([OH:9])=[CH:4][C:3]=1[CH3:10].[N+:11]([O-])([OH:13])=[O:12]>>[Cl:1][C:2]1[C:7]([CH3:8])=[CH:6][C:5]([OH:9])=[C:4]([N+:11]([O-:13])=[O:12])[C:3]=1[CH3:10]. Reported procedure: 4-Chloro-3,5-dimethyl-phenol (20.0 g, 128 mmol) was dissolved in glacial acid (150 ml) and the solution was cooled to 5° C. Then nitric acid 65% (12.4 g, 128 mmol) was added dropwise while temperature was kept below 20° C. by external cooling. After the addition was complete stirring was continued for 1 hour at ambient temperature. The reaction mixture was poured into ice/water (1:1, 500 g) whereupon an orange solid precipitated. The solid was filtered off, washed with water and dried. Yield: 23... Reactants: COC(=O)C(O)=CC(=O)c1cn(Cc2ccccc2)c(=O)n(Cc2ccccc2)c1=O, Cl, C1COCCO1. Product: O=C(O)C(O)=CC(=O)c1cn(Cc2ccccc2)c(=O)n(Cc2ccccc2)c1=O. Reaction SMILES: [CH2:1]([c:2]1[cH:3][cH:4][cH:5][cH:6][cH:7]1)[n:8]1[c:9](=[O:31])[n:10]([CH2:24][c:25]2[cH:26][cH:27][cH:28][cH:29][cH:30]2)[c:11](=[O:23])[c:12]([C:14]([CH:15]=[C:16]([C:17](=[O:18])[O:19][CH3:20])[OH:21])=[O:22])[cH:13]1.[ClH:32].[O:33]1[CH2:34][CH2:35][O:36][CH2:37][CH2:38]1>>[CH2:1]([c:2]1[cH:3][cH:4][cH:5][cH:6][cH:7]1)[n:8]1[c:9](=[O:31])[n:10]([CH2:24][c:25]2[cH:26][cH:27][cH:28][cH:29][cH:30]2)[c:11](=[O:23])[c:12]([C:14]([CH:15]=[C:16]([C:17](=[O:18])[OH:19])[OH:21])=[O:22])[cH:13]1. Reactants: O (Water), [Cl-].[Na+] (sodium chloride), ice water, N1(N=CN=C1)C1=CC=C(CC=2C(=NC3=CC=C(C=C3C2Cl)I)OC)C=C1 (3-(4-(1H-1,2,4-triazol-1-yl)benzyl)-4-chloro-6-iodo-2-methoxyquinoline), N1(N=CN=C1)C1=CC=C(CC=2C(=NC3=CC=C(C=C3C2Cl)I)OC)C=C1 (3-(4-(1H-1,2,4-triazol-1-yl)benzyl)-4-chloro-6-iodo-2-methoxyquinoline), C(C1=CC=CC=C1)(=O)C1CCN(CC1)C(C)=O (1-(4-benzoylpiperidin-1-yl)ethanone), C(C1=CC=CC=C1)(=O)C1CCN(CC1)C(C)=O (1-(4-benzoylpiperidin-1-yl)ethanone). Solvent: C(C)(=O)OCC (ethyl acetate), O1CCCC1 (tetrahydrofuran), O1CCCC1 (tetrahydrofuran), O1CCCC1 (tetrahydrofuran). Reaction conditions: temperature 23 celsius, time 10 minute. The product is N1(N=CN=C1)C1=CC=C(CC=2C(=NC3=CC=C(C=C3C2Cl)C(C2CCN(CC2)C(C)=O)(C2=CC=CC=C2)O)OC)C=C1 (1-(4-((3-(4-(1H-1,2,4-Triazol-1-yl)benzyl)-4-chloro-2-methoxyquinolin-6-yl)(hydroxy)(phenyl)methyl)piperidin-1-yl)ethanone). RXN SMILES: [N:1]1([C:6]2[CH:26]=[CH:25][C:9]([CH2:10][C:11]3[C:12]([O:23][CH3:24])=[N:13][C:14]4[C:19]([C:20]=3[Cl:21])=[CH:18][C:17](I)=[CH:16][CH:15]=4)=[CH:8][CH:7]=2)[CH:5]=[N:4][CH:3]=[N:2]1.[C:27]([CH:35]1[CH2:40][CH2:39][N:38]([C:41](=[O:43])[CH3:42])[CH2:37][CH2:36]1)(=[O:34])[C:28]1[CH:33]=[CH:32][CH:31]=[CH:30][CH:29]=1.O.[Cl-].[Na+]>O1CCCC1.C(OCC)(=O)C>[N:1]1([C:6]2[CH:26]=[CH:25][C:9]([CH2:10][C:11]3[C:12]([O:23][CH3:24])=[N:13][C:14]4[C:19]([C:20]=3[Cl:21])=[CH:18][C:17]([C:27]([OH:34])([C:28]3[CH:33]=[CH:32][CH:31]=[CH:30][CH:29]=3)[CH:35]3[CH2:40][CH2:39][N:38]([C:41](=[O:43])[CH3:42])[CH2:37][CH2:36]3)=[CH:16][CH:15]=4)=[CH:8][CH:7]=2)[CH:5]=[N:4][CH:3]=[N:2]1 |f:3.4|. Reported procedure: A solution of isopropylmagnesium chloride-lithium chloride complex in tetrahydrofuran (1.3 M, 0.73 mL, 0.94 mmol) was added dropwise to an ice-water cooled, stirring solution of 3-(4-(1H-1,2,4-triazol-1-yl)benzyl)-4-chloro-6-iodo-2-methoxyquinoline (300 mg, 0.63 mmol, Intermediate 20: step c) in dry tetrahydrofuran (6 mL). After 10 minutes, a solution of 1-(4-benzoylpiperidin-1-yl)ethanone (218 mg, 0.94 mmol, Intermediate 18) in tetrahydrofuran (5 mL) was added dropwise. After 30 minutes, the fl... Reactants: OCCN(C(=O)C=1NC(=NC(C1OCC1=CC=CC=C1)=O)CC1=C(C=CC=C1)Br)C(C)C (5-benzyloxy-2-(2-bromobenzyl)-6-oxo-3,6-dihydro-pyrimidine-4-carboxylic acid (2-hydroxyethyl)-isopropylamide), C1=CC=C(C=C1)P(C2=CC=CC=C2)C3=CC=CC=C3 (Ph3P), N(=NC(=O)OC(C)C)C(=O)OC(C)C (diisopropyl azodicarboxylate). Solvent: ClCCl (dichloromethane). Run at time 8 hour. Yields the product C(C1=CC=CC=C1)OC1=C2N(C(=NC1=O)CC1=C(C=CC=C1)Br)CCN(C2=O)C(C)C (9-benzyloxy-6-(2-bromobenzyl)-2-isopropyl-3,4-dihydro-2H-pyrazino[1,2-c]pyrimidine-1,8-dione). Isolated yield 148.1%. RXN SMILES: O[CH2:2][CH2:3][N:4]([CH:30]([CH3:32])[CH3:31])[C:5]([C:7]1[NH:8][C:9]([CH2:22][C:23]2[CH:28]=[CH:27][CH:26]=[CH:25][C:24]=2[Br:29])=[N:10][C:11](=[O:21])[C:12]=1[O:13][CH2:14][C:15]1[CH:20]=[CH:19][CH:18]=[CH:17][CH:16]=1)=[O:6].C1C=CC(P(C2C=CC=CC=2)C2C=CC=CC=2)=CC=1.N(C(OC(C)C)=O)=NC(OC(C)C)=O>ClCCl>[CH2:14]([O:13][C:12]1[C:11](=[O:21])[N:10]=[C:9]([CH2:22][C:23]2[CH:28]=[CH:27][CH:26]=[CH:25][C:24]=2[Br:29])[N:8]2[CH2:2][CH2:3][N:4]([CH:30]([CH3:32])[CH3:31])[C:5](=[O:6])[C:7]=12)[C:15]1[CH:16]=[CH:17][CH:18]=[CH:19][CH:20]=1. Procedure: 5-Benzyloxy-2-(2-bromobenzyl)-6-oxo-3,6-dihydro-pyrimidine-4-carboxylic acid (2-hydroxyethyl)-isopropylamide (70) (0.21 g, 420 μmol, Eq: 1.00) and Ph3P (143 mg, 546 μmol, Eq: 1.3) were stirred in dichloromethane (5 ml) at room temperature for ˜15 min. Then diisopropyl azodicarboxylate (116 mg, 112 μl, 546 μmol, Eq: 1.3) was added and the resulting mixture was stirred at room temperature overnight. The solvent was removed. The remaining material was purified by SiO2 flash chromatography (hexanes/... Reactants: CN(C)C=O, CCO, Fc1ccc2c(-c3ccc(OCC4CO4)cc3)noc2c1, c1ccc(N2CCNCC2)cc1. Yields the product OC(COc1ccc(-c2noc3cc(F)ccc23)cc1)CN1CCN(c2ccccc2)CC1. As a reaction SMILES: [CH3:34][N:35]([CH3:36])[CH:37]=[O:38].[CH3:39][CH2:40][OH:41].[F:1][c:2]1[cH:3][c:4]2[c:5]([c:6](-[c:9]3[cH:10][cH:11][c:12]([O:15][CH2:16][CH:17]4[O:18][CH2:19]4)[cH:13][cH:14]3)[n:7][o:8]2)[cH:20][cH:21]1.[c:22]1([N:28]2[CH2:29][CH2:30][NH:31][CH2:32][CH2:33]2)[cH:23][cH:24][cH:25][cH:26][cH:27]1>>[F:1][c:2]1[cH:3][c:4]2[c:5]([c:6](-[c:9]3[cH:10][cH:11][c:12]([O:15][CH2:16][CH:17]([OH:18])[CH2:19][N:31]4[CH2:30][CH2:29][N:28]([c:22]5[cH:23][cH:24][cH:25][cH:26][cH:27]5)[CH2:33][CH2:32]4)[cH:13][cH:14]3)[n:7][o:8]2)[cH:20][cH:21]1. Reactants: C(C)OC(=O)C1=CC=C(C=C1)C1=CC(=CC=C1)C(NC1=CC=C(C=C1)N1CCOCC1)=O (3′-(4-Morpholin-4-yl-phenylcarbamoyl)-biphenyl-4-carboxylic acid ethyl ester). Solvent: C1CCOC1 (THF), [OH-].[Na+] (NaOH). Yields the product N1(CCOCC1)C1=CC=C(C=C1)NC(=O)C=1C=C(C=CC1)C1=CC=C(C=C1)C(=O)O (3′-(4-Morpholin-4-yl-phenylcarbamoyl)-biphenyl-4-carboxylic acid). Reaction SMILES: C([O:3][C:4]([C:6]1[CH:11]=[CH:10][C:9]([C:12]2[CH:17]=[CH:16][CH:15]=[C:14]([C:18](=[O:32])[NH:19][C:20]3[CH:25]=[CH:24][C:23]([N:26]4[CH2:31][CH2:30][O:29][CH2:28][CH2:27]4)=[CH:22][CH:21]=3)[CH:13]=2)=[CH:8][CH:7]=1)=[O:5])C>C1COCC1.[OH-].[Na+]>[N:26]1([C:23]2[CH:24]=[CH:25][C:20]([NH:19][C:18]([C:14]3[CH:13]=[C:12]([C:9]4[CH:10]=[CH:11][C:6]([C:4]([OH:5])=[O:3])=[CH:7][CH:8]=4)[CH:17]=[CH:16][CH:15]=3)=[O:32])=[CH:21][CH:22]=2)[CH2:31][CH2:30][O:29][CH2:28][CH2:27]1 |f:2.3|. Procedure: 3′-(4-Morpholin-4-yl-phenylcarbamoyl)-biphenyl-4-carboxylic acid ethyl ester (850 mg) in THF (12 ml) and 1M NaOH (25 m) was heated to 100° C. for 3 hours then cooled to room temperature. THF was evaporated and the residue extracted with dichloromethane. The aqueous layer was acidified to pH 1 and a grey solid precipitated which was collected by filtration and dried (793 mg) Reactants: BrC1=CN=C(S1)N1C2CN3CC(CC(C1)C3)C2 (4-(5-bromo-1,3-thiazol-2-yl)-1,4-diazatricyclo[4.3.1.13,8]undecane), FC1=CC=C(C=C1)B(O)O (4-fluorophenylboronic acid). Yields the product FC1=CC=C(C=C1)C1=CN=C(S1)N1C2CN3CC(CC(C1)C3)C2 (4-[5-(4-fluorophenyl)-1,3-thiazol-2-yl]-1,4-diazatricyclo[4.3.1.13,8]undecane). Reaction SMILES: Br[C:2]1[S:6][C:5]([N:7]2[CH2:15][CH:14]3[CH2:16][N:10]4[CH2:11][CH:12]([CH2:17][CH:8]2[CH2:9]4)[CH2:13]3)=[N:4][CH:3]=1.[F:18][C:19]1[CH:24]=[CH:23][C:22](B(O)O)=[CH:21][CH:20]=1>>[F:18][C:19]1[CH:24]=[CH:23][C:22]([C:2]2[S:6][C:5]([N:7]3[CH2:15][CH:14]4[CH2:16][N:10]5[CH2:11][CH:12]([CH2:17][CH:8]3[CH2:9]5)[CH2:13]4)=[N:4][CH:3]=2)=[CH:21][CH:20]=1. Reported procedure: The title compound was prepared from the product of Example 105A and 4-fluorophenylboronic acid according to General Method C: LC-MS Method D (ESI+) m/z 330.0 (M+H)+, retention time 1.51 minutes. Reactants: CC1=CC=C2C(=N1)OC1=C2C=CC=C1B1OC(C(O1)(C)C)(C)C (2-methyl-8-(4,4,5,5-tetramethyl-1,3,2-dioxaborolan-2-yl)benzofuro[2,3-b]pyridine), ClC1=NC=C(C=C1)C1=CC=CC=C1 (2-chloro-5-phenylpyridine), C1(CCCCC1)P(C1=C(C=CC=C1)C1=C(C=CC=C1OC)OC)C1CCCCC1 (dicyclohexyl(2′,6′-dimethoxy-[1,1′-biphenyl]-2-yl)phosphine), P(=O)([O-])([O-])[O-].[K+].[K+].[K+] (potassium phosphate). Reagents/catalysts: C=1C=CC(=CC1)/C=C/C(=O)/C=C/C2=CC=CC=C2.C=1C=CC(=CC1)/C=C/C(=O)/C=C/C2=CC=CC=C2.C=1C=CC(=CC1)/C=C/C(=O)/C=C/C2=CC=CC=C2.[Pd].[Pd] (Pd2(dba)3). The solvent is O (water), C1(=CC=CC=C1)C (toluene). Product: CC1=CC=C2C(=N1)OC1=C2C=CC=C1C1=NC=C(C=C1)C1=CC=CC=C1 (2-methyl-8-(5-phenylpyridin-2-yl)benzofuro[2,3-b]pyridine). Isolated yield 42.3%. Reaction SMILES: [CH3:1][C:2]1[N:7]=[C:6]2[O:8][C:9]3[C:14](B4OC(C)(C)C(C)(C)O4)=[CH:13][CH:12]=[CH:11][C:10]=3[C:5]2=[CH:4][CH:3]=1.Cl[C:25]1[CH:30]=[CH:29][C:28]([C:31]2[CH:36]=[CH:35][CH:34]=[CH:33][CH:32]=2)=[CH:27][N:26]=1.C1(P(C2CCCCC2)C2C=CC=CC=2C2C(OC)=CC=CC=2OC)CCCCC1.P([O-])([O-])([O-])=O.[K+].[K+].[K+]>C1C=CC(/C=C/C(/C=C/C2C=CC=CC=2)=O)=CC=1.C1C=CC(/C=C/C(/C=C/C2C=CC=CC=2)=O)=CC=1.C1C=CC(/C=C/C(/C=C/C2C=CC=CC=2)=O)=CC=1.[Pd].[Pd].O.C1(C)C=CC=CC=1>[CH3:1][C:2]1[N:7]=[C:6]2[O:8][C:9]3[C:14]([C:25]4[CH:30]=[CH:29][C:28]([C:31]5[CH:32]=[CH:33][CH:34]=[CH:35][CH:36]=5)=[CH:27][N:26]=4)=[CH:13][CH:12]=[CH:11][C:10]=3[C:5]2=[CH:4][CH:3]=1 |f:3.4.5.6,7.8.9.10.11|. Procedure details: A mixture of 2-methyl-8-(4,4,5,5-tetramethyl-1,3,2-dioxaborolan-2-yl)benzofuro[2,3-b]pyridine (3.0 g, 9.70 mmol), 2-chloro-5-phenylpyridine (2.024 g, 10.67 mmol), Pd2(dba)3 (0.178 g 0.192 mmol), dicyclohexyl(2′,6′-dimethoxy-[1,1′-biphenyl]-2-yl)phosphine (0.319 g, 0.776 mmol), potassium phosphate (7.21 g, 34.0 mmol), toluene (70 mL) and water (7 mL) was degassed with nitrogen and then refluxed overnight. It was concentrated and extracted with ethyl acetate. The ethyl acetate layer was dried on N... Reported procedure: To a solution of tert-butyl (diphenoxyphosphoryl)acetate (267 mg) in THF (7.5 mL) at 0° C. under nitrogen was added sodium hydride and the mixture stirred for 15 min until gas evolution ceased. This anion mixture was then cooled to −78° C. and a solution of methyl 3,5-dibromo-4-formylbenzoate (262 mg) in THF (7.5 mL) was added dropwise. The reaction mixture was stirred at −78° C. for an additional 40 min before being quenched with saturated ammonium chloride solution, extracted into ethyl acetat... Product: BrC=1C=C(C(=O)OC)C=C(C1\C=C/C(=O)OC(C)(C)C)Br (Methyl 3,5-dibromo-4-[(1Z)-3-tert-butoxy-3-oxoprop-1-enyl]benzoate). Reaction conditions: temperature -78 celsius, time 15 minute. RXN SMILES: O(P([CH2:17][C:18]([O:20][C:21]([CH3:24])([CH3:23])[CH3:22])=[O:19])(OC1C=CC=CC=1)=O)C1C=CC=CC=1.[H-].[Na+].[Br:27][C:28]1[CH:29]=[C:30]([CH:35]=[C:36]([Br:40])[C:37]=1[CH:38]=O)[C:31]([O:33][CH3:34])=[O:32]>C1COCC1>[Br:27][C:28]1[CH:29]=[C:30]([CH:35]=[C:36]([Br:40])[C:37]=1/[CH:38]=[CH:17]\[C:18]([O:20][C:21]([CH3:24])([CH3:23])[CH3:22])=[O:19])[C:31]([O:33][CH3:34])=[O:32] |f:1.2|. The reactants are O(C1=CC=CC=C1)P(=O)(OC1=CC=CC=C1)CC(=O)OC(C)(C)C (tert-butyl (diphenoxyphosphoryl)acetate), [H-].[Na+] (sodium hydride), BrC=1C=C(C(=O)OC)C=C(C1C=O)Br (methyl 3,5-dibromo-4-formylbenzoate). The solvent is C1CCOC1 (THF), C1CCOC1 (THF).